Dataset: the Open Reaction Database (ORD), a public repository of structured organic reaction records. Task: describe an organic reaction: reactants, conditions, products, and yield Reactants: C(C)OC(=O)C=1C2=C(N(N1)C1=CC=CC=C1)C1=C(SC2)C=CC(=C1)C(=O)OC(C)(C)C (8-Tert-butoxycarbonyl-1,4-dihydro-1-phenyl-[1]-benzothiopyrano [4,3-c]pyrazole-3-carboxylic acid ethyl ester), FC(C(=O)O)(F)F (trifluoroacetic acid). Run in ice water. Yields the product C(C)OC(=O)C=1C2=C(N(N1)C1=CC=CC=C1)C1=C(SC2)C=CC(=C1)C(=O)O (3-ethoxycarbonyl-1,4-dihydro-1-phenyl-[1]-benzothiopyrano[4,3-c]pyrazole-8-carboxylic acid). Reaction SMILES: [CH2:1]([O:3][C:4]([C:6]1[C:7]2[CH2:20][S:19][C:18]3[CH:21]=[CH:22][C:23]([C:25]([O:27]C(C)(C)C)=[O:26])=[CH:24][C:17]=3[C:8]=2[N:9]([C:11]2[CH:16]=[CH:15][CH:14]=[CH:13][CH:12]=2)[N:10]=1)=[O:5])[CH3:2].FC(F)(F)C(O)=O>>[CH2:1]([O:3][C:4]([C:6]1[C:7]2[CH2:20][S:19][C:18]3[CH:21]=[CH:22][C:23]([C:25]([OH:27])=[O:26])=[CH:24][C:17]=3[C:8]=2[N:9]([C:11]2[CH:16]=[CH:15][CH:14]=[CH:13][CH:12]=2)[N:10]=1)=[O:5])[CH3:2]. Reported procedure: 8-Tert-butoxycarbonyl-1,4-dihydro-1-phenyl-[1]-benzothiopyrano [4,3-c]pyrazole-3-carboxylic acid ethyl ester (11.9 g), prepared according to Example 8, is treated under stirring with trifluoroacetic acid (132 ml) at room temperature for 3 hours. The reaction mixture is diluted with ice water and the precipitate is filtered and washed with water until neutral. Crystallization from isopropanol yields 3-ethoxycarbonyl-1,4-dihydro-1-phenyl-[1]-benzothiopyrano[4,3-c]pyrazole-8-carboxylic acid, m.p. 2...